Dataset: the Open Reaction Database (ORD), a public repository of structured organic reaction records. Task: describe an organic reaction: reactants, conditions, products, and yield Reactants: N1=CC(=CC(=C1)C)C (3,5-lutidine), C(=O)(O)[O-].[Na+] (NaHCO3), C[C@@H]1CC[C@H]2C[C@@H](/C(=C/C=C/C=C/[C@H](C[C@H](C(=O)[C@@H]([C@@H](/C(=C/[C@H](C(=O)C[C@H](OC(=O)[C@@H]3CCCCN3C(=O)C(=O)[C@@]1(O2)O)[C@H](C)C[C@@H]4CC[C@H]([C@@H](C4)OC)O)C)/C)O)OC)C)C)/C)OC (rapamycin), C(CCC)O (n-butanol), CP(=O)(Cl)Cl (methylphosphonic dichloride), N1=CC(=CC(=C1)C)C (3,5-lutidine). Reagents/catalysts: N1N=NN=C1 (1H-tetrazole). Run in C(Cl)Cl (DCM), CCOC(=O)C (EtOAc), CCOC(=O)C (EtOAc), C(Cl)Cl (DCM), C(Cl)Cl (DCM), C(Cl)Cl (DCM), C(Cl)Cl (DCM). Reaction conditions: temperature 0 celsius, time 8 hour. The product is C(CCC)OP(O)(=O)C (Methyl-phosphonic Acid n-butyl Ester). Isolated yield 376.5%. As a reaction SMILES: [CH2:1]([OH:5])[CH2:2][CH2:3][CH3:4].N1C=C(C)C=C(C)C=1.[CH3:14][P:15](Cl)(Cl)=[O:16].C[C@H]1[C@@]2(O)O[C@H](C[C@H](OC)C(C)=CC=CC=C[C@@H](C)C[C@@H](C)C([C@H](OC)[C@H](O)C(C)=C[C@@H](C)C(C[C@@H]([C@@H](C[C@H]3C[C@@H](OC)[C@H](O)CC3)C)OC([C@H]3N(C(C2=O)=O)CCCC3)=O)=O)=[O:36])CC1.C([O-])(O)=O.[Na+]>C(Cl)Cl.CCOC(C)=O.N1C=NN=N1>[CH2:1]([O:5][P:15]([CH3:14])(=[O:16])[OH:36])[CH2:2][CH2:3][CH3:4] |f:4.5|. Reported procedure: To a flask containing 1H-tetrazole (˜0.002 g, 0.028 mmol) was added a solution of n-butanol (0.041 g, 0.55 mmol) in 0.33 mL of DCM, followed by a solution of 3,5-lutidine (0.090 g, 0.84 mmol) in 0.33 mL of DCM. The resulting clear solution was cooled to 0° C. then added, under an atmosphere of N2, a solution of methylphosphonic dichloride (0.073 g, 0.55 mmol) in 0.33 mL of DCM. The resulting white suspension was stirred to ambient temperature overnight. To a cooled (0° C.) solution of rapamycin ... The reactants are CCO, CCOC(=O)c1ccc(Cn2ccc3ncnc(Nc4ccc(OCc5cccc(F)c5)c(Cl)c4)c32)o1, Cl, [Na+], C1CCOC1, [OH-], O. The product is O=C(O)c1ccc(Cn2ccc3ncnc(Nc4ccc(OCc5cccc(F)c5)c(Cl)c4)c32)o1. RXN SMILES: [CH3:47][CH2:48][OH:49].[Cl:1][c:2]1[cH:3][c:4]([NH:17][c:18]2[c:19]3[c:20]([n:21][cH:22][n:23]2)[cH:24][cH:25][n:26]3[CH2:27][c:28]2[cH:29][cH:30][c:31]([C:33](=[O:34])[O:35][CH2:36][CH3:37])[o:32]2)[cH:5][cH:6][c:7]1[O:8][CH2:9][c:10]1[cH:11][c:12]([F:16])[cH:13][cH:14][cH:15]1.[ClH:45].[Na+:44].[O:38]1[CH2:39][CH2:40][CH2:41][CH2:42]1.[OH-:43].[OH2:46]>>[Cl:1][c:2]1[cH:3][c:4]([NH:17][c:18]2[c:19]3[c:20]([n:21][cH:22][n:23]2)[cH:24][cH:25][n:26]3[CH2:27][c:28]2[cH:29][cH:30][c:31]([C:33](=[O:34])[OH:35])[o:32]2)[cH:5][cH:6][c:7]1[O:8][CH2:9][c:10]1[cH:11][c:12]([F:16])[cH:13][cH:14][cH:15]1. The reactants are C(C)N1CCC(CC1)(C1=CC(=CC=C1)OC(C)C)C (N-ethyl-4-methyl-4-(3-(1-methylethoxy)phenyl)piperidine), ClC(=O)OC1=CC=CC=C1 (phenyl chloroformate), [OH-].[Na+] (sodium hydroxide). The solvent is C1(=CC=CC=C1)C (toluene). Run at temperature 45 celsius. The product is C1(=CC=CC=C1)OC(=O)N1CCC(CC1)(C1=CC(=CC=C1)OC(C)C)C (4-Methyl-4-(3-(1-methylethoxy)phenyl)-1-piperidinecarboxylic acid phenyl ester). Yield: 46.4%. Reaction SMILES: C([N:3]1[CH2:8][CH2:7][C:6]([CH3:19])([C:9]2[CH:14]=[CH:13][CH:12]=[C:11]([O:15][CH:16]([CH3:18])[CH3:17])[CH:10]=2)[CH2:5][CH2:4]1)C.Cl[C:21]([O:23][C:24]1[CH:29]=[CH:28][CH:27]=[CH:26][CH:25]=1)=[O:22].[OH-].[Na+]>C1(C)C=CC=CC=1>[C:24]1([O:23][C:21]([N:3]2[CH2:8][CH2:7][C:6]([CH3:19])([C:9]3[CH:14]=[CH:13][CH:12]=[C:11]([O:15][CH:16]([CH3:17])[CH3:18])[CH:10]=3)[CH2:5][CH2:4]2)=[O:22])[CH:29]=[CH:28][CH:27]=[CH:26][CH:25]=1 |f:2.3|. Reported procedure: To N-ethyl-4-methyl-4-(3-(1-methylethoxy)phenyl)piperidine (Preparation 51, 3.98 g, 15.23 mmol) in toluene (30 ml) at 85° C. was slowly added phenyl chloroformate (2.1 ml, 16.75 mmol) and the mixture was then heated under reflux for 16 h. The solution was cooled to 45° C. and 50% w:v aqueous sodium hydroxide solution (2 ml) was added. Once the solution had cooled to room temperature the organic layer was separated and washed with methanol:1N aqueous hydrochloric acid (1:1, 3×10 ml), methanol:1N ... The reactants are [Al+3], COc1cccc2c1CC1C(C2)OCCN1C(=O)OCc1ccccc1, C1CCOC1, [H-], [H-], [H-], [H-], [Li+]. Product: COc1cccc2c1CC1C(C2)OCCN1C. As a reaction SMILES: [Al+3:28].[CH2:1]([O:2][C:9](=[O:3])[N:11]1[CH:12]2[CH:13]([O:14][CH2:15][CH2:16]1)[CH2:17][c:18]1[cH:19][cH:20][cH:21][c:22]([O:25][CH3:26])[c:23]1[CH2:24]2)[c:4]1[cH:5][cH:6][cH:7][cH:8][cH:10]1.[CH2:33]1[O:34][CH2:35][CH2:36][CH2:37]1.[H-:27].[H-:30].[H-:31].[H-:32].[Li+:29]>>[CH3:9][N:11]1[CH:12]2[CH:13]([O:14][CH2:15][CH2:16]1)[CH2:17][c:18]1[cH:19][cH:20][cH:21][c:22]([O:25][CH3:26])[c:23]1[CH2:24]2. Starting materials: [OH-].[Na+] (Sodium hydroxide), CC(CC1(C(N(C(C1)=O)CCC1=CC=CC=C1)=O)CC(=O)OCC)C (ethyl 3-(2-methylpropyl)-2,5-dioxo-1-(2-phenylethyl)-3-pyrrolidineacetate), CO (methanol). Solvent: O (water). Run at time 8 hour. Product: CC(CC1(C(N(C(C1)=O)CCC1=CC=CC=C1)=O)CC(=O)O)C (3-(2-Methylpropyl)-2,5-dioxo-1-(2-phenylethyl)-3-pyrrolidineacetic Acid). Isolated yield 89.0%. Reaction SMILES: [OH-].[Na+].[CH3:3][CH:4]([CH3:27])[CH2:5][C:6]1([CH2:21][C:22]([O:24]CC)=[O:23])[CH2:10][C:9](=[O:11])[N:8]([CH2:12][CH2:13][C:14]2[CH:19]=[CH:18][CH:17]=[CH:16][CH:15]=2)[C:7]1=[O:20].CO>O>[CH3:3][CH:4]([CH3:27])[CH2:5][C:6]1([CH2:21][C:22]([OH:24])=[O:23])[CH2:10][C:9](=[O:11])[N:8]([CH2:12][CH2:13][C:14]2[CH:19]=[CH:18][CH:17]=[CH:16][CH:15]=2)[C:7]1=[O:20] |f:0.1|. Procedure: Sodium hydroxide (283 mg, 7.08 mmol) is added to a mixture of ethyl 3-(2-methylpropyl)-2,5-dioxo-1-(2-phenylethyl)-3-pyrrolidineacetate (611 mg, 1.77 mmol), methanol (10 mL), and water (5 mL), and the mixture is allowed to stir overnight at room temperature. The mixture is partitioned with 10 ml of water and 10 mL of Et2O. The layers are separated and the pH of the aqueous layer was adjusted to pH 2 (pH meter) with 1.2N HCl. The aqueous layer is extracted with EtOAc (2×10 mL) and CH2 Cl2 (2×10 m... Reactants: OC(C1=C(C=CC=C1Cl)Cl)P(C1=CC=CC=C1)(C1=CC=CC=C1)=O (α-hydroxy-(2,6-dichorobenzyl)-diphenyl phosphine oxide), vanadyl(IV), C/C(=C/C(=O)C)/[O-] (acetylacetonate), C(C)(C)(C)OO (tert-butylhydroperoxide). Run in ClC1=CC=CC=C1 (chlorobenzene). Run at time 5 hour. Yields the product ClC1=C(C(=O)P(C2=CC=CC=C2)(C2=CC=CC=C2)=O)C(=CC=C1)Cl (2,6-dichlorobenzoyl diphenylphosphine oxide). Isolated yield 64.0%. RXN SMILES: [OH:1][CH:2]([P:11](=[O:24])([C:18]1[CH:23]=[CH:22][CH:21]=[CH:20][CH:19]=1)[C:12]1[CH:17]=[CH:16][CH:15]=[CH:14][CH:13]=1)[C:3]1[C:8]([Cl:9])=[CH:7][CH:6]=[CH:5][C:4]=1[Cl:10].C/C(/[O-])=C/C(C)=O.C(OO)(C)(C)C>ClC1C=CC=CC=1>[Cl:10][C:4]1[CH:5]=[CH:6][CH:7]=[C:8]([Cl:9])[C:3]=1[C:2]([P:11](=[O:24])([C:12]1[CH:17]=[CH:16][CH:15]=[CH:14][CH:13]=1)[C:18]1[CH:23]=[CH:22][CH:21]=[CH:20][CH:19]=1)=[O:1]. Reported procedure: To 15 g (0.04 mol) of α-hydroxy-(2,6-dichorobenzyl)-diphenyl phosphine oxide and 0.4 g (1.5 mmol) of vanadyl(IV) bis-acetylacetonate in 100 g of chlorobenzene there were added 12.9 g (0.1 mol) 70 wt % strength aqueous tert-butylhydroperoxide, and the mixture was kept at 70° C. for 5 h. The product was isolated by crystallization. Yield: 64%, mp 156°-158° C. Reactants: N#CCCl, [Na], CN(C)C=O, Cc1cccc(S(=O)O)c1. Product: Cc1cccc(S(=O)(=O)CC#N)c1. As a reaction SMILES: [Cl:1][CH2:2][C:3]#[N:4].[Na:5].[O:16]=[CH:17][N:18]([CH3:19])[CH3:20].[c:6]1([CH3:15])[cH:7][c:8]([S:12](=[O:13])[OH:14])[cH:9][cH:10][cH:11]1>>[CH2:2]([C:3]#[N:4])[S:12]([c:8]1[cH:7][c:6]([CH3:15])[cH:11][cH:10][cH:9]1)(=[O:13])=[O:14].